This data is from the Open Reaction Database (ORD), a public repository of structured organic reaction records. The task is: describe an organic reaction: reactants, conditions, products, and yield The reactants are OS(=O)(=O)O (H2SO4), Br (hydrobromic acid), NC1=C(C(=NN1)C)C=1SC2=C(N1)C=CC(=C2)CO ([2-(5-amino-3-methyl-1H-pyrazol-4-yl)-benzothiazol-6-yl]-methanol), ice water, [OH-].[Na+] (NaOH). Yields the product BrCC1=CC2=C(N=C(S2)C2=C(NN=C2C)N)C=C1 (4-(6-bromomethylbenzothiazol-2-yl)-5-methyl-2H-pyrazol-3-ylamine). Reaction SMILES: OS(O)(=O)=O.[BrH:6].[NH2:7][C:8]1[NH:12][N:11]=[C:10]([CH3:13])[C:9]=1[C:14]1[S:15][C:16]2[CH:22]=[C:21]([CH2:23]O)[CH:20]=[CH:19][C:17]=2[N:18]=1.[OH-].[Na+]>>[Br:6][CH2:23][C:21]1[CH:20]=[CH:19][C:17]2[N:18]=[C:14]([C:9]3[C:10]([CH3:13])=[N:11][NH:12][C:8]=3[NH2:7])[S:15][C:16]=2[CH:22]=1 |f:3.4|. Procedure details: To a solution of concentrated H2SO4 (0.3 mL) and hydrobromic acid (0.6 mL, 48%) was added [2-(5-amino-3-methyl-1H-pyrazol-4-yl)-benzothiazol-6-yl]-methanol (52 mg, 0.2 mmol). The resulting mixture was refluxed for 2 hrs. Upon cooling to room temperature, the mixture was poured into ice water resulting a milky solution. The suspension was neutralized to pH 3-4 with 5% NaOH solution. The resulting cream coloured solid was isolated by filtration, washed with water and air-dried to yield 58 mg of 4-...